This data is from the Open Reaction Database (ORD), a public repository of structured organic reaction records. The task is: describe an organic reaction: reactants, conditions, products, and yield Reactants: ClC=1C=C(C=C(C1O)F)C=1N=C2C(=C(C=NC2=CC1)C(CC)=O)NC=1C=CC(=NC1)N1C[C@@H](CCC1)NC(OC(C)(C)C)=O ((R)-tert-butyl (1-(5-((6-(3-chloro-5-fluoro-4-hydroxyphenyl)-3-propionyl-1,5-naphthyridin-4-yl)amino)pyridin-2-yl)piperidin-3-yl)carbamate), C(=O)(C(F)(F)F)O (TFA), trihydrochloride. The product is [Cl-].[Cl-].[Cl-].N[C@H]1CN(CCC1)C1=CC=C(C=N1)NC1=C(C=NC2=CC=C(N=C12)C1=CC(=C(C(=C1)F)O)Cl)C(CC)=O ((R)-1-(4-((6-(3-aminopiperidin-1-yl)pyridin-3-yl)amino)-6-(3-chloro-5-fluoro-4-hydroxyphenyl)-1,5-naphthyridin-3-yl)propan-1-one trichloride). The yield is 261.8%. Reaction SMILES: [Cl:1][C:2]1[CH:3]=[C:4]([C:10]2[N:11]=[C:12]3[C:17](=[CH:18][CH:19]=2)[N:16]=[CH:15][C:14]([C:20](=[O:23])[CH2:21][CH3:22])=[C:13]3[NH:24][C:25]2[CH:26]=[CH:27][C:28]([N:31]3[CH2:36][CH2:35][CH2:34][C@@H:33]([NH:37]C(=O)OC(C)(C)C)[CH2:32]3)=[N:29][CH:30]=2)[CH:5]=[C:6]([F:9])[C:7]=1[OH:8].C(O)(C(F)(F)F)=O>>[Cl-:1].[Cl-:1].[Cl-:1].[NH2:37][C@@H:33]1[CH2:34][CH2:35][CH2:36][N:31]([C:28]2[N:29]=[CH:30][C:25]([NH:24][C:13]3[C:12]4[C:17](=[CH:18][CH:19]=[C:10]([C:4]5[CH:5]=[C:6]([F:9])[C:7]([OH:8])=[C:2]([Cl:1])[CH:3]=5)[N:11]=4)[N:16]=[CH:15][C:14]=3[C:20](=[O:23])[CH2:21][CH3:22])=[CH:26][CH:27]=2)[CH2:32]1 |f:2.3.4.5|. Reported procedure: Following general procedure IV-2, (R)-tert-butyl (1-(5-((6-(3-chloro-5-fluoro-4-hydroxyphenyl)-3-propionyl-1,5-naphthyridin-4-yl)amino)pyridin-2-yl)piperidin-3-yl)carbamate (120 mg, 0.19 mmol) was reacted with TFA (2 mL) followed by formation of the trihydrochloride salt to afford the desired product (78 mg, 65%) as a orange-brown solid: 1H NMR (500 MHz, CD3OD) δ 9.38 (s, 1H), 8.48 (d, J=9.0 Hz, 1H), 8.41 (d, J=9.0 Hz, 1H), 8.25 (d, J=2.5 Hz, 1H), 7.90 (dd, J=9.5, 2.5 Hz, 1H), 7.56-7.30 (m, 2H),... The reactants are COC(COc1ccc(Br)c(C)c1C)OC, C1CO1, [Mg], C1CCOC1. Yields the product CCOCCc1ccc(OCC(OC)OC)c(C)c1C. RXN SMILES: [Br:1][c:2]1[c:3]([CH3:16])[c:4]([CH3:15])[c:5]([O:8][CH2:9][CH:10]([O:11][CH3:12])[O:13][CH3:14])[cH:6][cH:7]1.[CH2:18]1[O:19][CH2:20]1.[Mg:17].[O:21]1[CH2:22][CH2:23][CH2:24][CH2:25]1>>[c:2]1([CH2:23][CH2:22][O:21][CH2:25][CH3:24])[c:3]([CH3:16])[c:4]([CH3:15])[c:5]([O:8][CH2:9][CH:10]([O:11][CH3:12])[O:13][CH3:14])[cH:6][cH:7]1.